This data is from the Open Reaction Database (ORD), a public repository of structured organic reaction records. The task is: describe an organic reaction: reactants, conditions, products, and yield Starting materials: CCCC[N+](CCCC)(CCCC)CCCC, CC(C)C(=O)Nc1cccc(C2CCNCC2)c1, CCN(C(C)C)C(C)C, ClC(Cl)Cl, Fc1ccc(C(CCCCl)c2ccc(F)cc2)cc1, [I-], N, C1COCCO1. The product is CC(C)C(=O)Nc1cccc(C2CCN(CCCC(c3ccc(F)cc3)c3ccc(F)cc3)CC2)c1. RXN SMILES: [CH2:49]([N+:50]([CH2:51][CH2:52][CH2:53][CH3:54])([CH2:55][CH2:56][CH2:57][CH3:58])[CH2:59][CH2:60][CH2:61][CH3:62])[CH2:63][CH2:64][CH3:65].[CH3:20][CH:21]([C:22](=[O:23])[NH:24][c:25]1[cH:26][c:27]([CH:31]2[CH2:32][CH2:33][NH:34][CH2:35][CH2:36]2)[cH:28][cH:29][cH:30]1)[CH3:37].[CH:38]([N:39]([CH:40]([CH3:41])[CH3:42])[CH2:43][CH3:44])([CH3:45])[CH3:46].[Cl:72][CH:73]([Cl:74])[Cl:75].[F:1][c:2]1[cH:3][cH:4][c:5]([CH:8]([CH2:9][CH2:10][CH2:11][Cl:12])[c:13]2[cH:14][cH:15][c:16]([F:19])[cH:17][cH:18]2)[cH:6][cH:7]1.[I-:48].[NH3:47].[O:66]1[CH2:67][CH2:68][O:69][CH2:70][CH2:71]1>>[F:1][c:2]1[cH:3][cH:4][c:5]([CH:8]([CH2:9][CH2:10][CH2:11][N:34]2[CH2:33][CH2:32][CH:31]([c:27]3[cH:26][c:25]([NH:24][C:22]([CH:21]([CH3:20])[CH3:37])=[O:23])[cH:30][cH:29][cH:28]3)[CH2:36][CH2:35]2)[c:13]2[cH:14][cH:15][c:16]([F:19])[cH:17][cH:18]2)[cH:6][cH:7]1. The reactants are COC(=O)C1CC(O)CN1, Cl, O=[N+]([O-])c1ccccc1F. Yields the product COC(=O)C1CC(O)CN1c1ccccc1[N+](=O)[O-]. As a reaction SMILES: [CH3:2][O:3][C:4]([CH:5]1[NH:6][CH2:7][CH:8]([OH:10])[CH2:9]1)=[O:11].[ClH:1].[F:12][c:13]1[c:14]([N+:19](=[O:20])[O-:21])[cH:15][cH:16][cH:17][cH:18]1>>[CH3:2][O:3][C:4]([CH:5]1[N:6]([c:13]2[c:14]([N+:19](=[O:20])[O-:21])[cH:15][cH:16][cH:17][cH:18]2)[CH2:7][CH:8]([OH:10])[CH2:9]1)=[O:11]. The reactants are CCNC(=O)Nc1ccc(-c2nc3c(c(N4CCOCC4C)n2)CCNC3)cc1, COc1cc(Cl)nc(OC)n1. Yields the product CCNC(=O)Nc1ccc(-c2nc3c(c(N4CCOCC4C)n2)CCN(c2cc(OC)nc(OC)n2)C3)cc1. As a reaction SMILES: [CH2:1]([CH3:2])[NH:3][C:4](=[O:5])[NH:6][c:7]1[cH:8][cH:9][c:10](-[c:13]2[n:14][c:15]([N:23]3[CH:24]([CH3:29])[CH2:25][O:26][CH2:27][CH2:28]3)[c:16]3[c:17]([n:18]2)[CH2:19][NH:20][CH2:21][CH2:22]3)[cH:11][cH:12]1.[CH3:30][O:31][c:32]1[n:33][c:34]([O:39][CH3:40])[cH:35][c:36]([Cl:38])[n:37]1>>[CH2:1]([CH3:2])[NH:3][C:4](=[O:5])[NH:6][c:7]1[cH:8][cH:9][c:10](-[c:13]2[n:14][c:15]([N:23]3[CH:24]([CH3:29])[CH2:25][O:26][CH2:27][CH2:28]3)[c:16]3[c:17]([n:18]2)[CH2:19][N:20]([c:36]2[cH:35][c:34]([O:39][CH3:40])[n:33][c:32]([O:31][CH3:30])[n:37]2)[CH2:21][CH2:22]3)[cH:11][cH:12]1. Reactants: C1(=CC=CC=C1)S(=O)(=O)NCC(C(=O)OC)C1=CC(=CC=C1)OCC1=CC(=CC=C1)[N+](=O)[O-] (Methyl 3-benzenesulphonylamino-[3-(3-nitrobenzyloxy)-phenyl]-propionate), [Sn](Cl)Cl (tin-(II) chloride). The product is NC=1C=C(COC=2C=C(C=CC2)C(C(=O)OC)CNS(=O)(=O)C2=CC=CC=C2)C=CC1 (Methyl [3-(3-aminobenzyloxy)-phenyl]-3-benzenesulphonylamino-propionate). As a reaction SMILES: [C:1]1([S:7]([NH:10][CH2:11][CH:12]([C:17]2[CH:22]=[CH:21][CH:20]=[C:19]([O:23][CH2:24][C:25]3[CH:30]=[CH:29][CH:28]=[C:27]([N+:31]([O-])=O)[CH:26]=3)[CH:18]=2)[C:13]([O:15][CH3:16])=[O:14])(=[O:9])=[O:8])[CH:6]=[CH:5][CH:4]=[CH:3][CH:2]=1.[Sn](Cl)Cl>>[NH2:31][C:27]1[CH:26]=[C:25]([CH:30]=[CH:29][CH:28]=1)[CH2:24][O:23][C:19]1[CH:18]=[C:17]([CH:12]([CH2:11][NH:10][S:7]([C:1]2[CH:6]=[CH:5][CH:4]=[CH:3][CH:2]=2)(=[O:9])=[O:8])[C:13]([O:15][CH3:16])=[O:14])[CH:22]=[CH:21][CH:20]=1. Procedure: Corresponding to Example 3d, 442 mg of (8e) were treated with tin-(II) chloride. A yellowish solid was obtained (yield: 387 mg). Starting materials: C1(=CC=CC=C1)C1=NC2=C(N1)C(CSCC2(C)C)(C)C (2-phenyl-4,5,7,8-tetrahydro-4,4,8,8-tetramethyl-1-H-thiepino[4,5-d]imidazole), I(=O)(=O)(=O)[O-].[Na+] (sodium periodate). The solvent is CO (methanol), CO (methanol), O (water). Conditions: temperature 2 celsius. The product is C1(=CC=CC=C1)C1=NC2=C(N1)C(CS(CC2(C)C)=O)(C)C (2-phenyl-4,5,7,8-tetrahydro-4,4,8,8-tetramethyl-1-H-thiepino-[4,5-d]-imidazole 6-oxide). Reaction SMILES: [C:1]1([C:7]2[NH:11][C:10]3[C:12]([CH3:20])([CH3:19])[CH2:13][S:14][CH2:15][C:16]([CH3:18])([CH3:17])[C:9]=3[N:8]=2)[CH:6]=[CH:5][CH:4]=[CH:3][CH:2]=1.I([O-])(=O)(=O)=[O:22].[Na+]>CO.O>[C:1]1([C:7]2[NH:11][C:10]3[C:12]([CH3:20])([CH3:19])[CH2:13][S:14](=[O:22])[CH2:15][C:16]([CH3:18])([CH3:17])[C:9]=3[N:8]=2)[CH:2]=[CH:3][CH:4]=[CH:5][CH:6]=1 |f:1.2|. Reported procedure: 1.43 g of 2-phenyl-4,5,7,8-tetrahydro-4,4,8,8-tetramethyl-1-H-thiepino[4,5-d]imidazole are dissolved in 75 ml of methanol and cooled to 2° C. with stirring. The solution is treated dropwise at this temperature with a solution of 1.3 g of sodium periodate in 28 ml of water. The mixture is left to react-out at the same temperature for 3 hours. Thereupon, 25 ml of methanol are added. After stirring for 5 hours at room temperature, the solution is concentrated. The product is left to crystallize-out...